Task: describe an organic reaction: reactants, conditions, products, and yield. Dataset: the Open Reaction Database (ORD), a public repository of structured organic reaction records Starting materials: [Cr](=O)(=O)([O-])Cl.[NH+]1=CC=CC=C1 (PCC), COC=1C=C(C=CC1OC)C(C#N)=CC1=CC(=C(C=C1)OC)OC (2,3-Bis-(3,4-dimethoxy-phenyl)-acrylonitile), B(F)(F)F.CCOCC (Boron trifluoride etherate), [Cr](=O)(=O)([O-])Cl.[NH+]1=CC=CC=C1 (pyridinium chlorochromate), O (water). The solvent is ClCCl (dichloromethane). Reaction conditions: temperature 0 celsius, time 15 minute. The product is COC1=CC=2C=C(C3=CC(=C(C=C3C2C=C1OC)OC)OC)C#N (2,3,6,7-tetramethoxy-phenanthrene-9-carbonitrile). Yield: 96.1%. As a reaction SMILES: [CH3:1][O:2][C:3]1[CH:4]=[C:5]([C:11](=[CH:14][C:15]2[CH:20]=[CH:19][C:18]([O:21][CH3:22])=[C:17]([O:23][CH3:24])[CH:16]=2)[C:12]#[N:13])[CH:6]=[CH:7][C:8]=1[O:9][CH3:10].B(F)(F)F.CCOCC.[Cr](Cl)([O-])(=O)=O.[NH+]1C=CC=CC=1.O>ClCCl>[CH3:24][O:23][C:17]1[C:18]([O:21][CH3:22])=[CH:19][C:20]2[C:6]3[C:5](=[CH:4][C:3]([O:2][CH3:1])=[C:8]([O:9][CH3:10])[CH:7]=3)[C:11]([C:12]#[N:13])=[CH:14][C:15]=2[CH:16]=1 |f:1.2,3.4|. Reported procedure: 2,3-Bis-(3,4-dimethoxy-phenyl)-acrylonitile (1.83 g, 5.63 mmol) was dissolved in absolute dichloromethane (100 ml) and the obtained solution was cooled to 0° C. and maintained under nitrogen atmosphere. Boron trifluoride etherate (1.76 g, 12.39 mmol) was dropwise added (within 15 min) to the reaction mixture which was stirred for further 15 min at 0° C. At this temperature, pyridinium chlorochromate (PCC) (2.43 g, 11.26 mmol), was portionwise added (10 portions, 1 portion/min) to the reaction mi... Starting materials: C(C)OC(\C=C(\[C@@H]([C@@H](CCC)C)C)/NC(C)=O)=O ((4R,5R)-3-acetylamino-4,5-dimethyl-(Z)-oct-2-enoic acid ethyl ester). Reagents/catalysts: catalyst. Solvent: CO (MeOH). Run at time 18 hour. The product is C(C)OC(C[C@H]([C@@H]([C@@H](CCC)C)C)NC(C)=O)=O ((3R,4R,5R)-3-acetylamino-4,5-dimethyl-octanoic acid ethyl ester), C(C)OC(C[C@@H]([C@@H]([C@@H](CCC)C)C)NC(C)=O)=O ((3S,4R,5R)-3-acetylamino-4,5-dimethyl-octanoic acid ethyl ester). As a reaction SMILES: [CH2:1]([O:3][C:4](=[O:18])/[CH:5]=[C:6](\[NH:14][C:15](=[O:17])[CH3:16])/[C@H:7]([CH3:13])[C@H:8]([CH3:12])[CH2:9][CH2:10][CH3:11])[CH3:2]>CO>[CH2:1]([O:3][C:4](=[O:18])[CH2:5][C@@H:6]([NH:14][C:15](=[O:17])[CH3:16])[C@H:7]([CH3:13])[C@H:8]([CH3:12])[CH2:9][CH2:10][CH3:11])[CH3:2].[CH2:1]([O:3][C:4](=[O:18])[CH2:5][C@H:6]([NH:14][C:15](=[O:17])[CH3:16])[C@H:7]([CH3:13])[C@H:8]([CH3:12])[CH2:9][CH2:10][CH3:11])[CH3:2]. Procedure: Ten mL ampoules were each charged with 20 mg of (4R,5R)-3-acetylamino-4,5-dimethyl-(Z)-oct-2-enoic acid ethyl ester (substrate), 2 mL of MeOH, and approximately 10 mg of catalyst. The ampoules were placed in a multi-reactor, purged with hydrogen, then pressurized to 20 psig with hydrogen and shaken at room temperature for 18 hours. For each ampoule following reaction, the solids were removed by filtration and the filtrate was analyzed by chiral GC (CHIRASIL-DEX CB, 140° C. isothermal). The table... Yields the product O=c1c(C2=NS(=O)(=O)c3ccccc3N2)c(O)c2ccccc2n1NC1CCCC(C(F)(F)F)C1. Reactants: [BH4-], CO, Cl, [Li+], O=c1c(C2=NS(=O)(=O)c3ccccc3N2)c(O)c2ccccc2n1N=C1CCCC(C(F)(F)F)C1, C1CCOC1, O. As a reaction SMILES: [BH4-:38].[CH3:36][OH:37].[ClH:40].[Li+:39].[O:1]=[S:2]1(=[O:35])[N:3]=[C:4]([c:12]2[c:13](=[O:34])[n:14]([N:23]=[C:24]3[CH2:25][CH:26]([C:30]([F:31])([F:32])[F:33])[CH2:27][CH2:28][CH2:29]3)[c:15]3[cH:16][cH:17][cH:18][cH:19][c:20]3[c:21]2[OH:22])[NH:5][c:6]2[c:7]1[cH:8][cH:9][cH:10][cH:11]2.[O:41]1[CH2:42][CH2:43][CH2:44][CH2:45]1.[OH2:46]>>[O:1]=[S:2]1(=[O:35])[N:3]=[C:4]([c:12]2[c:13](=[O:34])[n:14]([NH:23][CH:24]3[CH2:25][CH:26]([C:30]([F:31])([F:32])[F:33])[CH2:27][CH2:28][CH2:29]3)[c:15]3[cH:16][cH:17][cH:18][cH:19][c:20]3[c:21]2[OH:22])[NH:5][c:6]2[c:7]1[cH:8][cH:9][cH:10][cH:11]2.